This data is from the Open Reaction Database (ORD), a public repository of structured organic reaction records. The task is: describe an organic reaction: reactants, conditions, products, and yield Reactants: CCn1c(-c2ccccc2F)cc2cc([N+](=O)[O-])ccc21, CCO. The product is CCn1c(-c2ccccc2F)cc2cc(N)ccc21. As a reaction SMILES: [CH2:1]([CH3:2])[n:3]1[c:4](-[c:15]2[c:16]([F:21])[cH:17][cH:18][cH:19][cH:20]2)[cH:5][c:6]2[cH:7][c:8]([N+:12]([O-:13])=[O:14])[cH:9][cH:10][c:11]12.[CH3:22][CH2:23][OH:24]>>[CH2:1]([CH3:2])[n:3]1[c:4](-[c:15]2[c:16]([F:21])[cH:17][cH:18][cH:19][cH:20]2)[cH:5][c:6]2[cH:7][c:8]([NH2:12])[cH:9][cH:10][c:11]12. Starting materials: C1(=CC=CC=C1)C=1N=C2C(=NC1C1=CC=C(C=C1)C)N(CCC2)CCCCCCC(=O)OCC (ethyl 7-(2-phenyl-3-p-tolyl-7,8-dihydropyrido[2,3-b]pyrazin-5(6H)-yl)heptanoate), [Li+].[OH-] (LiOH). Solvent: C1CCOC1 (THF), O (water). Run at temperature 70 celsius, time 18 hour. Yields the product C1(=CC=CC=C1)C=1N=C2C(=NC1C1=CC=C(C=C1)C)N(CCC2)CCCCCCC(=O)O (7-(2-Phenyl-3-p-tolyl-7,8-dihydropyrido[2,3-b]pyrazin-5(6H)-yl)heptanoic acid). As a reaction SMILES: [C:1]1([C:7]2[N:8]=[C:9]3[CH2:23][CH2:22][CH2:21][N:20]([CH2:24][CH2:25][CH2:26][CH2:27][CH2:28][CH2:29][C:30]([O:32]CC)=[O:31])[C:10]3=[N:11][C:12]=2[C:13]2[CH:18]=[CH:17][C:16]([CH3:19])=[CH:15][CH:14]=2)[CH:6]=[CH:5][CH:4]=[CH:3][CH:2]=1.[Li+].[OH-]>C1COCC1.O>[C:1]1([C:7]2[N:8]=[C:9]3[CH2:23][CH2:22][CH2:21][N:20]([CH2:24][CH2:25][CH2:26][CH2:27][CH2:28][CH2:29][C:30]([OH:32])=[O:31])[C:10]3=[N:11][C:12]=2[C:13]2[CH:18]=[CH:17][C:16]([CH3:19])=[CH:15][CH:14]=2)[CH:2]=[CH:3][CH:4]=[CH:5][CH:6]=1 |f:1.2|. Procedure: A solution of ethyl 7-(2-phenyl-3-p-tolyl-7,8-dihydropyrido[2,3-b]pyrazin-5(6H)-yl)heptanoate (1.07 g, 2.338 mmol) in THF (12 ml) and water (6 ml) was treated with LiOH (0.560 g, 23.38 mmol) and stirred at 70° C. for 18 hours. After cooling to RT, the reaction mixture was concentrated in vacuo. The residue was diluted with water (20 ml) and the pH was adjusted to pH˜4 using 2M HCl. The aqueous portion was extracted with EtOAc (2×20 ml). The organic extracts were washed with brine, dried (MgSO4) ...